describe an organic reaction: reactants, conditions, products, and yield From a dataset of the Open Reaction Database (ORD), a public repository of structured organic reaction records. Starting materials: CC=1C=C2C(C=CNC2=CC1)=O (6-Methyl-(1H)-quinolin-4-one), P(=O)(Cl)(Cl)Cl (phosphorus oxychloride), [OH-].[Na+] (NaOH). The solvent is ice water. The product is ClC1=CC=NC2=CC=C(C=C12)C (4-Chloro-6-methylquinoline). Reaction SMILES: [CH3:1][C:2]1[CH:3]=[C:4]2[C:9](=[CH:10][CH:11]=1)[NH:8][CH:7]=[CH:6][C:5]2=O.[OH-].[Na+].P(Cl)(Cl)([Cl:17])=O>>[Cl:17][C:5]1[C:4]2[C:9](=[CH:10][CH:11]=[C:2]([CH3:1])[CH:3]=2)[N:8]=[CH:7][CH:6]=1 |f:1.2|. Reported procedure: 6-Methyl-(1H)-quinolin-4-one (1.57 g, 9.7 mmol) in 20 mL phosphorus oxychloride is heated to 110° C. for 4 hours. The mixture is cooled to room temperature then diluted with ice water (˜200 mL) and the pH is adjusted to ca. 10 by the slow addition of 10 N NaOH, The aqueous solution is extracted with methylene chloride (4×250 mL) and the combined organic layers washed with brine, dried over Na2SO4, filtered and concentrated. The crude residue is filtered through silica gel with 33% EtOAc/hexanes ... Starting materials: S(O)(O)(=O)=O (sulfuric acid), P(=O)(O)(O)CN(CC(=O)O)CC(=O)O (N-(phosphonomethyl) imino-diacetic acid), S(O)(O)(=O)=O (sulfuric acid), S(O)(O)(=O)=O (sulfuric acid), P(=O)(O)(O)CN(CC(=O)O)CC(=O)O (N-(phosphonomethyl) imino-diacetic acid). Solvent: O (Water). Conditions: temperature 100 celsius. Yields the product P(=O)(O)(O)CNCC(=O)O (N-phosphonomethyl glycine). The yield is 67.2%. As a reaction SMILES: S(=O)(=O)(O)O.[P:6]([CH2:10][N:11](CC(O)=O)[CH2:12][C:13]([OH:15])=[O:14])([OH:9])([OH:8])=[O:7]>O>[P:6]([CH2:10][NH:11][CH2:12][C:13]([OH:15])=[O:14])([OH:9])([OH:8])=[O:7]. Procedure details: To a suitable reaction vessel was added 150 grams of 5% fuming sulfuric acid and the sulfuric acid heated to 90° C. To the fuming sulfuric acid was added over a one hour period 70 grams of N-(phosphonomethyl) imino-diacetic acid. The reaction mixture was heated at 100° C. for 2 hours at which time a nuclear magnetic resonance spectra indicated that no N-(phosphonomethyl) imino-diacetic acid starting material was present. Water (200 mls.) was added at a temperature of approximately 50° C. and the...